From a dataset of the Open Reaction Database (ORD), a public repository of structured organic reaction records. describe an organic reaction: reactants, conditions, products, and yield The reactants are O=C([O-])O, CCNC(=O)c1ccc(C)c(B2OC(C)(C)C(C)(C)O2)c1, CC(C)O, Ic1ccc2cn[nH]c2c1, [Na+], O, c1ccc(P(c2ccccc2)(c2ccccc2)[Pd](P(c2ccccc2)(c2ccccc2)c2ccccc2)(P(c2ccccc2)(c2ccccc2)c2ccccc2)P(c2ccccc2)(c2ccccc2)c2ccccc2)cc1. Product: CCNC(=O)c1ccc(C)c(-c2ccc3cn[nH]c3c2)c1. RXN SMILES: [C:32](=[O:33])([O-:34])[OH:35].[CH2:11]([CH3:12])[NH:13][C:14]([c:15]1[cH:16][c:17]([B:22]2[O:23][C:24]([CH3:25])([CH3:26])[C:27]([CH3:28])([CH3:29])[O:30]2)[c:18]([CH3:21])[cH:19][cH:20]1)=[O:31].[CH:38]([OH:39])([CH3:40])[CH3:41].[I:1][c:2]1[cH:3][cH:4][c:5]2[cH:6][n:7][nH:8][c:9]2[cH:10]1.[Na+:36].[OH2:37].[cH:42]1[cH:43][cH:44][c:45]([P:46]([Pd:47]([P:48]([c:49]2[cH:50][cH:51][cH:52][cH:53][cH:54]2)([c:55]2[cH:56][cH:57][cH:58][cH:59][cH:60]2)[c:61]2[cH:62][cH:63][cH:64][cH:65][cH:66]2)([P:67]([c:68]2[cH:69][cH:70][cH:71][cH:72][cH:73]2)([c:74]2[cH:75][cH:76][cH:77][cH:78][cH:79]2)[c:80]2[cH:81][cH:82][cH:83][cH:84][cH:85]2)[P:86]([c:87]2[cH:88][cH:89][cH:90][cH:91][cH:92]2)([c:93]2[cH:94][cH:95][cH:96][cH:97][cH:98]2)[c:99]2[cH:100][cH:101][cH:102][cH:103][cH:104]2)([c:105]2[cH:106][cH:107][cH:108][cH:109][cH:110]2)[c:111]2[cH:112][cH:113][cH:114][cH:115][cH:116]2)[cH:117][cH:118]1>>[c:2]1(-[c:17]2[cH:16][c:15]([C:14]([NH:13][CH2:11][CH3:12])=[O:31])[cH:20][cH:19][c:18]2[CH3:21])[cH:3][cH:4][c:5]2[cH:6][n:7][nH:8][c:9]2[cH:10]1. Starting materials: FC1=CC(=C(C=C1)C1=C(C=NC=C1)NCCS(=O)(=O)C)OC (4-(4-fluoro-2-methoxyphenyl)-N-(2-(methylsulfonyl)ethyl)pyridin-3-amine), FC1=C(C(=CC=C1)OC)C1=C(C=NC=C1)N(C(C1=CC(=CC(=C1)C(F)(F)F)S(=O)(=O)C)=O)CC(F)(F)F (N-[4-(2-Fluoro-6-methoxy-phenyl)-pyridin-3-yl]-3-methanesulfonyl-N-(2,2,2-trifluoro-ethyl)-5-trifluoromethyl-benzamide), FC1=C(C(=CC=C1)OC)C1=C(C=NC=C1)N(C(C1=CC(=CC(=C1)C(F)(F)F)S(=O)(=O)C)=O)CC(F)(F)F (N-[4-(2-Fluoro-6-methoxy-phenyl)-pyridin-3-yl]-3-methanesulfonyl-N-(2,2,2-trifluoro-ethyl)-5-trifluoromethyl-benzamide), CCN(C(C)C)C(C)C (DIPEA), [NH4+].[Cl-] (NH4Cl). Solvent: C(Cl)Cl (CH2Cl2), C(Cl)Cl (CH2Cl2). Conditions: time 19 hour. Product: FC1=CC(=C(C=C1)C1=C(C=NC=C1)N(C(C1=CC(=CC(=C1)C(F)(F)F)S(=O)(=O)C)=O)CCS(=O)(=O)C)OC (N-[4-(4-Fluoro-2-methoxy-phenyl)-pyridin-3-yl]-3-methanesulfonyl-N-(2-methanesulfonyl-ethyl)-5-trifluoromethyl-benzamide). As a reaction SMILES: [F:1][C:2]1[CH:7]=[CH:6][C:5]([C:8]2[CH:13]=[CH:12][N:11]=[CH:10][C:9]=2[NH:14][CH2:15][CH2:16][S:17]([CH3:20])(=[O:19])=[O:18])=[C:4]([O:21][CH3:22])[CH:3]=1.FC1C=CC=C(OC)C=1C1C=CN=CC=1N(CC(F)(F)F)[C:39](=[O:54])[C:40]1[CH:45]=[C:44]([C:46]([F:49])([F:48])[F:47])[CH:43]=[C:42]([S:50]([CH3:53])(=[O:52])=[O:51])[CH:41]=1.CCN(C(C)C)C(C)C.[NH4+].[Cl-]>C(Cl)Cl>[F:1][C:2]1[CH:7]=[CH:6][C:5]([C:8]2[CH:13]=[CH:12][N:11]=[CH:10][C:9]=2[N:14]([CH2:15][CH2:16][S:17]([CH3:20])(=[O:18])=[O:19])[C:39](=[O:54])[C:40]2[CH:45]=[C:44]([C:46]([F:49])([F:47])[F:48])[CH:43]=[C:42]([S:50]([CH3:53])(=[O:52])=[O:51])[CH:41]=2)=[C:4]([O:21][CH3:22])[CH:3]=1 |f:3.4|. Reported procedure: To a solution of 4-(4-fluoro-2-methoxyphenyl)-N-(2-(methylsulfonyl)ethyl)pyridin-3-amine (0.08 g, 247 μmol, example 192, intermediate a) and 3-(methylsulfonyl)-5-(trifluoromethyl)benzoyl chloride (177 mg, 617 μmol, example 223, intermediate d) in CH2Cl2 (2 mL) was added DIPEA (128 mg, 172 μL, 987 μmol) and the clear solution was stirred at room temperature for 19 hours. The reaction mixture was poured on saturated aqueous NH4Cl solution and CH2Cl2 and the layers were separated. The aqueous layer... Starting materials: Cl.NC1=C2N=CN(C2=NC=N1)C1=CC=C(C=C1)NC(=O)NC1=CC(=C(C=C1)Cl)C(F)(F)F (1-[4-(6-aminopurin-9-yl)phenyl]-3-(4-chloro-3-(trifluoromethyl)phenyl)urea hydrochloride), C(C)(C)(C)OC(=O)N([C@@H](CCCCN)C(=O)O)C(=O)OC(C)(C)C (di-tert-butoxycarbonyl-L-lysine). Product: Cl.ClC1=C(C=C(C=C1)NC(NC1=CC=C(C=C1)N1C2=NC=NC(=C2N=C1)NC([C@H](CCCCN)N)=O)=O)C(F)(F)F ((S)-2,6-Diaminohexanoic acid (9-{4-[3-(4-chloro-3-(trifluoromethyl)phenyl)ureido]phenyl}-9H-purin-6-yl)amide hydrochloride). As a reaction SMILES: Cl.[NH2:2][C:3]1[N:11]=[CH:10][N:9]=[C:8]2[C:4]=1[N:5]=[CH:6][N:7]2[C:12]1[CH:17]=[CH:16][C:15]([NH:18][C:19]([NH:21][C:22]2[CH:27]=[CH:26][C:25]([Cl:28])=[C:24]([C:29]([F:32])([F:31])[F:30])[CH:23]=2)=[O:20])=[CH:14][CH:13]=1.C(OC([N:40](C(OC(C)(C)C)=O)[C@H:41]([C:47](O)=[O:48])[CH2:42][CH2:43][CH2:44][CH2:45][NH2:46])=O)(C)(C)C>>[ClH:28].[Cl:28][C:25]1[CH:26]=[CH:27][C:22]([NH:21][C:19](=[O:20])[NH:18][C:15]2[CH:14]=[CH:13][C:12]([N:7]3[CH:6]=[N:5][C:4]4[C:8]3=[N:9][CH:10]=[N:11][C:3]=4[NH:2][C:47](=[O:48])[C@@H:41]([NH2:40])[CH2:42][CH2:43][CH2:44][CH2:45][NH2:46])=[CH:17][CH:16]=2)=[CH:23][C:24]=1[C:29]([F:31])([F:32])[F:30] |f:0.1,3.4|. Reported procedure: The title compound can be synthesized from 1-[4-(6-aminopurin-9-yl)phenyl]-3-(4-chloro-3-(trifluoromethyl)phenyl)urea hydrochloride and di-tert-butoxycarbonyl-L-lysine by using the same method as in Example 96.